From a dataset of the Open Reaction Database (ORD), a public repository of structured organic reaction records. describe an organic reaction: reactants, conditions, products, and yield Starting materials: C(C)OC(=O)C1=C(N=C(S1)N1C=NC2=C1C=C(C=C2)OCC2=CC=CC=C2)C2=CC(=CC=C2)Cl (2-(6-benzyloxy-benzoimidazol-1-yl)-4-(3-chloro-phenyl)-thiazole-5-carboxylic acid ethyl ester), O1CCCC1 (tetrahydrofuran), [OH-].[Li+] (lithium hydroxide). Solvent: O (water). Yields the product C(C1=CC=CC=C1)OC=1C=CC2=C(N(C=N2)C=2SC(=C(N2)C2=CC(=CC=C2)Cl)C(=O)O)C1 (2-(6-benzyloxy-benzoimidazol-1-yl)-4-(3-chloro-phenyl)-thiazole-5-carboxylic acid). Yield: 100.1%. Reaction SMILES: C([O:3][C:4]([C:6]1[S:10][C:9]([N:11]2[C:15]3[CH:16]=[C:17]([O:20][CH2:21][C:22]4[CH:27]=[CH:26][CH:25]=[CH:24][CH:23]=4)[CH:18]=[CH:19][C:14]=3[N:13]=[CH:12]2)=[N:8][C:7]=1[C:28]1[CH:33]=[CH:32][CH:31]=[C:30]([Cl:34])[CH:29]=1)=[O:5])C.O1CCCC1.[OH-].[Li+]>O>[CH2:21]([O:20][C:17]1[CH:18]=[CH:19][C:14]2[N:13]=[CH:12][N:11]([C:9]3[S:10][C:6]([C:4]([OH:5])=[O:3])=[C:7]([C:28]4[CH:33]=[CH:32][CH:31]=[C:30]([Cl:34])[CH:29]=4)[N:8]=3)[C:15]=2[CH:16]=1)[C:22]1[CH:23]=[CH:24][CH:25]=[CH:26][CH:27]=1 |f:2.3|. Procedure details: A mixture of 3.5 g (7.14 mmole) of 2-(6-benzyloxy-benzoimidazol-1-yl)-4-(3-chloro-phenyl)-thiazole-5-carboxylic acid ethyl ester (I.25a), 50 mL of tetrahydrofuran, 50 mL of water and 0.857 g (35.7 mmole) of lithium hydroxide was heated at 60 degrees for 3 hours. The mixture was concentrated under reduced pressure, and then 100 mL of water was added. The pH was adjusted to ca. 3-4 by the addition of hydrochloric acid. The resulting precipitate was collected by filtration to give 3.3 g of 2-(6-ben... Starting materials: Br.NC1=NC2=CC=CC(=C2CN1CC1=CC=C(C=C1)OC)Cl (2-amino-5-chloro-3,4-dihydro-3-(p-methoxybenzyl)-quinazoline hydrobromide), ICC(=O)OCC (ethyl iodoacetate), C([O-])([O-])=O.[K+].[K+] (potassium carbonate), ice water. The solvent is CN(C=O)C (dimethylformamide). Run at time 18 hour. The product is ClC1=C2CNC=3N(C2=CC=C1)CC(N3)=O (6-Chloro-4,5-dihydroimidazo[1,2-a]quinazolin-2(1H)-one). Reaction SMILES: Br.[NH2:2][C:3]1[N:12](CC2C=CC(OC)=CC=2)[CH2:11][C:10]2[C:5](=[CH:6][CH:7]=[CH:8][C:9]=2[Cl:22])[N:4]=1.I[CH2:24][C:25](OCC)=[O:26].C(=O)([O-])[O-].[K+].[K+]>CN(C)C=O>[Cl:22][C:9]1[CH:8]=[CH:7][CH:6]=[C:5]2[C:10]=1[CH2:11][NH:12][C:3]1[N:4]2[CH2:24][C:25](=[O:26])[N:2]=1 |f:0.1,3.4.5|. Procedure details: A solution of 0.15 mol of 2-amino-5-chloro-3,4-dihydro-3-(p-methoxybenzyl)-quinazoline hydrobromide in 800 ml of dimethylformamide is treated with 0.18 mol of ethyl iodoacetate and 0.2 mol of potassium carbonate and stirred at room temperature for 18 hours. Then, the mixture is stirred at 90° for an additional 5 hours, cooled and poured into 5 l of ice/water. The precipitated product, 6-chloro-4-(p-methoxybenzyl)-5H-imidazo[1,2-a]quinazolin-2(1H)-one, is removed by filtration and washed well wit... The reactants are NC[C@@H]1[C@H]2C[C@H]2CN1C(=O)C=1N=C(SC1C=1C=C(C=CC1)C)C (((1S,2S,5R)-2-Aminomethyl-3-aza-bicyclo[3.1.0]hex-3-yl)-(2-methyl-5-m-tolyl-thiazol-4-yl)-methanone), COC1=C(C(=O)O)C=CC=C1OC (2,3-Dimethoxy-benzoic acid). Yields the product COC1=C(C(=O)NC[C@@H]2[C@H]3C[C@H]3CN2C(=O)C=2N=C(SC2C=2C=C(C=CC2)C)C)C=CC=C1OC (2,3-Dimethoxy-N-[(1S,2S,5R)-3-(2-methyl-5-m-tolyl-thiazole-4-carbonyl)-3-aza-bicyclo[3.1.0]hex-2-ylmethyl]-benzamide). Reaction SMILES: [NH2:1][CH2:2][C@H:3]1[N:8]([C:9]([C:11]2[N:12]=[C:13]([CH3:23])[S:14][C:15]=2[C:16]2[CH:17]=[C:18]([CH3:22])[CH:19]=[CH:20][CH:21]=2)=[O:10])[CH2:7][C@H:6]2[C@@H:4]1[CH2:5]2.[CH3:24][O:25][C:26]1[C:34]([O:35][CH3:36])=[CH:33][CH:32]=[CH:31][C:27]=1[C:28](O)=[O:29]>>[CH3:24][O:25][C:26]1[C:34]([O:35][CH3:36])=[CH:33][CH:32]=[CH:31][C:27]=1[C:28]([NH:1][CH2:2][C@H:3]1[N:8]([C:9]([C:11]2[N:12]=[C:13]([CH3:23])[S:14][C:15]=2[C:16]2[CH:17]=[C:18]([CH3:22])[CH:19]=[CH:20][CH:21]=2)=[O:10])[CH2:7][C@H:6]2[C@@H:4]1[CH2:5]2)=[O:29]. Reported procedure: prepared by reaction of ((1S,2S,5R)-2-Aminomethyl-3-aza-bicyclo[3.1.0]hex-3-yl)-(2-methyl-5-m-tolyl-thiazol-4-yl)-methanone with 2,3-Dimethoxy-benzoic acid.